This data is from the Open Reaction Database (ORD), a public repository of structured organic reaction records. The task is: describe an organic reaction: reactants, conditions, products, and yield Starting materials: C(C)(=O)O (Acetic acid), C1(=C(C(=CC(=C1)C)C)C=1C(=NNC1N)C)C (4-mesityl-3-methyl-1H-5-pyrazoleamine), C(C)(=O)C(C(=O)OCC)C(=O)OCC (diethyl 2-acetylmalonate). The solvent is C=1(C(=CC=CC1)C)C (xylene). Yields the product C1(=C(C(=CC(=C1)C)C)C=1C(=NN2C1NC(=C(C2=O)C(=O)OCC)C)C)C (Ethyl 3-mesityl-2,5-dimethyl-7-oxo-4,7-dihydropyrazolo[1,5-a]pyrimidin-6-carboxylate). The yield is 36.6%. Reaction SMILES: C(O)(=O)C.[C:5]1([CH3:20])[CH:10]=[C:9]([CH3:11])[CH:8]=[C:7]([CH3:12])[C:6]=1[C:13]1[C:14]([CH3:19])=[N:15][NH:16][C:17]=1[NH2:18].[C:21]([CH:24]([C:30](OCC)=[O:31])[C:25]([O:27][CH2:28][CH3:29])=[O:26])(=O)[CH3:22]>C1(C)C(C)=CC=CC=1>[C:5]1([CH3:20])[CH:10]=[C:9]([CH3:11])[CH:8]=[C:7]([CH3:12])[C:6]=1[C:13]1[C:14]([CH3:19])=[N:15][N:16]2[C:30](=[O:31])[C:24]([C:25]([O:27][CH2:28][CH3:29])=[O:26])=[C:21]([CH3:22])[NH:18][C:17]=12. Procedure details: Acetic acid (5 mL) was added to a solution of 4-mesityl-3-methyl-1H-5-pyrazoleamine (5 g, 23.22 mmol) and diethyl 2-acetylmalonate (4.7 g, 23.22 mmol) in xylene (40 mL), followed by heating under reflux for seven hours. The reaction mixture was evaporated as it was, and water was added thereto. After extracting with ethyl acetate, the organic layer was washed with an aqueous saturated sodium bicarbonate and brine, dried over anhydrous magnesium sulfate and evaporated. The residue was purified by...